This data is from the Open Reaction Database (ORD), a public repository of structured organic reaction records. The task is: describe an organic reaction: reactants, conditions, products, and yield The reactants are [OH-].[Na+] (Sodium hydroxide), OC1=C(C(CC(C1)C1=C(C(=C(C=C1C)C)CC#N)C)=O)C(CC)=O (3-hydroxy-2-propionyl-5-(3-cyanomethyl-2,4,6-trimethylphenyl)cyclohex-2-en-1-one). Run in C1(=CC=CC=C1)C (toluene), C1(=CC=CC=C1)C (toluene). Product: OC1=C(C(CC(C1)C1=C(C(=C(C=C1C)C)CC(N)=O)C)=O)C(CC)=O (3-hydroxy-2-propionyl-5-(3-carbamoylmethyl-2,4,6-trimethylphenyl)cyclohex-2-en-1-one). Yield: 40.0%. RXN SMILES: [OH-:1].[Na+].[OH:3][C:4]1[CH2:9][CH:8]([C:10]2[C:15]([CH3:16])=[CH:14][C:13]([CH3:17])=[C:12]([CH2:18][C:19]#[N:20])[C:11]=2[CH3:21])[CH2:7][C:6](=[O:22])[C:5]=1[C:23](=[O:26])[CH2:24][CH3:25]>C1(C)C=CC=CC=1>[OH:3][C:4]1[CH2:9][CH:8]([C:10]2[C:15]([CH3:16])=[CH:14][C:13]([CH3:17])=[C:12]([CH2:18][C:19](=[O:1])[NH2:20])[C:11]=2[CH3:21])[CH2:7][C:6](=[O:22])[C:5]=1[C:23](=[O:26])[CH2:24][CH3:25] |f:0.1|. Procedure details: Sodium hydroxide solution (10%, 4 ml) was added to a solution of 3-hydroxy-2-propionyl-5-(3-cyanomethyl-2,4,6-trimethylphenyl)cyclohex-2-en-1-one (1.5 g, 4.6 mmol) in toluene (10 ml) and the mixture was refluxed for 2 h. After cooling the toluene was separated and the aqueous layer acidified and extracted with ethylacetate. The organic layer was washed with water, dried over anhydrous sodium sulfate and concentrated. Chromatography on silica gel (elution with an increasing gradient of ethylaceta...